Task: describe an organic reaction: reactants, conditions, products, and yield. Dataset: the Open Reaction Database (ORD), a public repository of structured organic reaction records The reactants are CS(=O)(=O)C1=C(C(=C(C=C1)Br)Cl)CBr (4-bromo-2-bromomethyl-3-chlorophenyl methyl sulfone), CC([O-])C.[Na+] (sodium isopropoxide). The solvent is C(C)(C)O (isopropanol), C(C)(C)O (isopropanol). Conditions: time 8 hour. Yields the product CS(=O)(=O)C1=C(C(=C(C=C1)Br)Cl)COC(C)C (4-bromo-3-chloro-2-isopropoxymethylphenyl methyl sulfone). The yield is 315.7%. RXN SMILES: [CH3:1][S:2]([C:5]1[CH:10]=[CH:9][C:8]([Br:11])=[C:7]([Cl:12])[C:6]=1[CH2:13]Br)(=[O:4])=[O:3].[CH3:15][CH:16]([CH3:18])[O-:17].[Na+]>C(O)(C)C>[CH3:1][S:2]([C:5]1[CH:10]=[CH:9][C:8]([Br:11])=[C:7]([Cl:12])[C:6]=1[CH2:13][O:17][CH:16]([CH3:18])[CH3:15])(=[O:4])=[O:3] |f:1.2|. Reported procedure: To a suspension comprising 20.0 g of 4-bromo-2-bromomethyl-3-chlorophenyl methyl sulfone and 200 ml of isopropanol, 100 ml of an isopropanol solution of sodium isopropoxide (prepared from 1.4 g of metal sodium) was added at room temperature, and the mixture was stirred overnight. The post treatment was conducted in the same manner as in Example 1-3-(2) to obtain 18.4 g of the desired product. Reactants: N#Cc1ccc(Cl)cc1, O=[N+]([O-])O. Product: N#Cc1ccc(Cl)c([N+](=O)[O-])c1. Reaction SMILES: [Cl:1][c:2]1[cH:3][cH:4][c:5]([C:6]#[N:7])[cH:8][cH:9]1.[OH:10][N+:11]([O-:12])=[O:13]>>[Cl:1][c:2]1[c:3]([N+:11](=[O:10])[O-:12])[cH:4][c:5]([C:6]#[N:7])[cH:8][cH:9]1. Starting materials: ClC1=CC=C(CN2C(=C(C3=CC(=CC=C23)OCC=2N=C(SC2)C)SC(C)(C)C)CC(C(=O)OC)(C)C)C=C1 (Methyl 3-[1-(4-chlorobenzyl)-3-(t-butylthio)-5-(2-methylthiazol-4-ylmethoxy)indol-2-yl]-2,2-dimethylpropanoate), CO (MeOH), Cl (HCl). The solvent is [Li+].[OH-] (LiOH), C1CCOC1 (THF). Product: ClC1=CC=C(CN2C(=C(C3=CC(=CC=C23)OCC=2N=C(SC2)C)SC(C)(C)C)CC(C(=O)O)(C)C)C=C1 (3-[1-(4-Chlorobenzyl)-3-(t-butylthio)-5-(2-methylthiazol-4-ylmethoxy)indol-2-yl]-2,2-dimethylpropanoic acid). RXN SMILES: [Cl:1][C:2]1[CH:38]=[CH:37][C:5]([CH2:6][N:7]2[C:15]3[C:10](=[CH:11][C:12]([O:16][CH2:17][C:18]4[N:19]=[C:20]([CH3:23])[S:21][CH:22]=4)=[CH:13][CH:14]=3)[C:9]([S:24][C:25]([CH3:28])([CH3:27])[CH3:26])=[C:8]2[CH2:29][C:30]([CH3:36])([CH3:35])[C:31]([O:33]C)=[O:32])=[CH:4][CH:3]=1.CO.Cl>[Li+].[OH-].C1COCC1>[Cl:1][C:2]1[CH:3]=[CH:4][C:5]([CH2:6][N:7]2[C:15]3[C:10](=[CH:11][C:12]([O:16][CH2:17][C:18]4[N:19]=[C:20]([CH3:23])[S:21][CH:22]=4)=[CH:13][CH:14]=3)[C:9]([S:24][C:25]([CH3:28])([CH3:27])[CH3:26])=[C:8]2[CH2:29][C:30]([CH3:36])([CH3:35])[C:31]([OH:33])=[O:32])=[CH:37][CH:38]=1 |f:3.4|. Procedure details: A solution of the ester from Step 1 (22.5 g) in 118 mL 1N LiOH, 120 mL THF, and 65 mL MeOH was heated at 60° C. for 2 hours. The mixture was cooled, poured onto 1N HCl, and extracted with EtOAc (3×). After washing the organic phase twice with brine, the solution was dried (MgSo4) and evaporated. The residue was swished with ether/hexane 1:2 to give the title compound as a solid; m.p. 196.5°-198° C. Starting materials: [H-].[Na+] (sodium hydride), C(\C=C/C(=O)O)(=O)O (maleic acid), ClC1=C(C=CC=C1)C1=NCC(NC2=C1C=C(C=C2)Cl)=S (1,3-dihydro-5-(2-chlorophenyl)-7-chloro-2H-1,4-benzodiazepine-2-thione), CN(C)CCCl (N,N-dimethyl-2-chloroethylamine). The solvent is CN(C=O)C (dimethylformamide), O (water). Run at time 20 minute. Yields the product C(\C=C/C(=O)O)(=O)O.CN(CCSC1=NC2=C(C(=NC1)C1=C(C=CC=C1)Cl)C=C(C=C2)Cl)C (2-(2-dimethylaminoethylthio)-5-(2-chlorophenyl)-7-chloro-3H-1,4-benzodiazepine maleate). RXN SMILES: [Cl:1][C:2]1[CH:7]=[CH:6][CH:5]=[CH:4][C:3]=1[C:8]1[C:14]2[CH:15]=[C:16]([Cl:19])[CH:17]=[CH:18][C:13]=2[NH:12][C:11](=[S:20])[CH2:10][N:9]=1.[H-].[Na+].[CH3:23][N:24]([CH2:26][CH2:27]Cl)[CH3:25].[C:29]([OH:36])(=[O:35])/[CH:30]=[CH:31]\[C:32]([OH:34])=[O:33]>CN(C)C=O.O>[C:29]([OH:36])(=[O:35])/[CH:30]=[CH:31]\[C:32]([OH:34])=[O:33].[CH3:23][N:24]([CH3:25])[CH2:26][CH2:27][S:20][C:11]1[CH2:10][N:9]=[C:8]([C:3]2[CH:4]=[CH:5][CH:6]=[CH:7][C:2]=2[Cl:1])[C:14]2[CH:15]=[C:16]([Cl:19])[CH:17]=[CH:18][C:13]=2[N:12]=1 |f:1.2,7.8|. Procedure details: To a solution of 6.4 g of 1,3-dihydro-5-(2-chlorophenyl)-7-chloro-2H-1,4-benzodiazepine-2-thione in 50 ml of anhydrous dimethylformamide is added under ice cooling with stirring 1.2 g of sodium hydride (50% oily suspension), and the resulting mixture is stirred at room temperature for 20 minutes. To the mixture is added dropwise 6.6 g of N,N-dimethyl-2-chloroethylamine over a period of 10 minutes, followed by stirring at room temperature for 1 hour. The reaction mixture is poured into iced water...